Task: describe an organic reaction: reactants, conditions, products, and yield. Dataset: the Open Reaction Database (ORD), a public repository of structured organic reaction records Reactants: Cl (hydrochloric acid), [BH4-].[Na+] (sodium borohydride), cobalt (II) phthalocyanine, [N+](=O)([O-])C1=CC=C(C=C1)C(C)=O (p-nitro acetophenone). Solvent: C(C)O (ethanol). Yields the product NC1=CC=C(C=C1)C(C)O (α-(p-aminophenyl)-ethanol). The yield is 78.7%. Reaction SMILES: [BH4-].[Na+].[N+:3]([C:6]1[CH:11]=[CH:10][C:9]([C:12](=[O:14])[CH3:13])=[CH:8][CH:7]=1)([O-])=O.Cl>C(O)C>[NH2:3][C:6]1[CH:11]=[CH:10][C:9]([CH:12]([OH:14])[CH3:13])=[CH:8][CH:7]=1 |f:0.1|. Procedure: Under nitrogen, 2.85 g (75 mmol) sodium borohydride, 500 mg (0.9 mmol) cobalt (II) phthalocyanine and 1.65 g (10 mmol) p-nitro acetophenone are agitated in 50 ml ethanol for 48 hours at 20° C. The reaction mixture is acidified with 5N hydrochloric acid, cooling with ice, and the blue precipitate is centrifuged which is washed with methanol. The centrifugate collected is concentrated and the residue separated into water and ether. The water phase is alkalized with sodium hydroxide and extraction ... Reactants: O=[N+]([O-])c1ccc(Br)cn1, CS(C)=O, CCN(C(C)C)C(C)C, O=C1CNCCN1. The product is O=C1CN(c2ccc([N+](=O)[O-])nc2)CCN1. RXN SMILES: [Br:1][c:2]1[cH:3][cH:4][c:5]([N+:8](=[O:9])[O-:10])[n:6][cH:7]1.[CH3:27][S:28]([CH3:29])=[O:30].[CH:18]([N:19]([CH2:20][CH3:21])[CH:22]([CH3:23])[CH3:24])([CH3:25])[CH3:26].[NH:11]1[C:12](=[O:17])[CH2:13][NH:14][CH2:15][CH2:16]1>>[c:2]1([N:14]2[CH2:13][C:12](=[O:17])[NH:11][CH2:16][CH2:15]2)[cH:3][cH:4][c:5]([N+:8](=[O:9])[O-:10])[n:6][cH:7]1. RXN SMILES: [CH2:1]([c:2]1[cH:3][cH:4][cH:5][cH:6][cH:7]1)[O:8][c:9]1[c:10]([CH3:28])[c:11]([CH2:19][S:20][CH2:21][CH2:22][CH2:23][CH2:24][CH2:25][CH2:26][CH3:27])[n:12][c:13]2[cH:14][cH:15][cH:16][cH:17][c:18]12.[Cl:29][c:30]1[cH:31][cH:32][cH:33][c:34]([C:35]([O:36][OH:38])=[O:37])[cH:39]1.[Cl:42][CH2:43][Cl:44].[Na+:41].[OH-:40]>>[CH2:1]([c:2]1[cH:3][cH:4][cH:5][cH:6][cH:7]1)[O:8][c:9]1[c:10]([CH3:28])[c:11]([CH2:19][S:20]([CH2:21][CH2:22][CH2:23][CH2:24][CH2:25][CH2:26][CH3:27])=[O:37])[n:12][c:13]2[cH:14][cH:15][cH:16][cH:17][c:18]12. Yields the product CCCCCCCS(=O)Cc1nc2ccccc2c(OCc2ccccc2)c1C. Starting materials: CCCCCCCSCc1nc2ccccc2c(OCc2ccccc2)c1C, O=C(OO)c1cccc(Cl)c1, ClCCl, [Na+], [OH-]. Starting materials: Example 1 ( 4 ), C1(CCCCC1)C(OC1=CC=C(C(=O)O)C=C1)C1=C(OC(=C1)C1=CC=C(C=C1)C(F)(F)F)CC (4-(cyclohexyl{2-ethyl-5-[4-(trifluoromethyl)phenyl]-3-furyl}methoxy)benzoic acid), CNCCC(=O)OCC (ethyl 3-(methylamino)propanoate). The product is C1(CCCCC1)C(OC1=CC=C(C(=O)N(CCC(=O)O)C)C=C1)C1=C(OC(=C1)C1=CC=C(C=C1)C(F)(F)F)CC (3-{[4-(cyclohexyl{2-ethyl-5-[4-(trifluoromethyl)phenyl]-3-furyl}methoxy)benzoyl](methyl)amino}propanoic acid). Isolated yield 91.4%. As a reaction SMILES: [CH:1]1([CH:7]([C:18]2[CH:22]=[C:21]([C:23]3[CH:28]=[CH:27][C:26]([C:29]([F:32])([F:31])[F:30])=[CH:25][CH:24]=3)[O:20][C:19]=2[CH2:33][CH3:34])[O:8][C:9]2[CH:17]=[CH:16][C:12]([C:13](O)=[O:14])=[CH:11][CH:10]=2)[CH2:6][CH2:5][CH2:4][CH2:3][CH2:2]1.[CH3:35][NH:36][CH2:37][CH2:38][C:39]([O:41]CC)=[O:40]>>[CH:1]1([CH:7]([C:18]2[CH:22]=[C:21]([C:23]3[CH:28]=[CH:27][C:26]([C:29]([F:32])([F:30])[F:31])=[CH:25][CH:24]=3)[O:20][C:19]=2[CH2:33][CH3:34])[O:8][C:9]2[CH:10]=[CH:11][C:12]([C:13]([N:36]([CH3:35])[CH2:37][CH2:38][C:39]([OH:41])=[O:40])=[O:14])=[CH:16][CH:17]=2)[CH2:6][CH2:5][CH2:4][CH2:3][CH2:2]1. Procedure: An operation similar to that in Example 1 (4) was performed using 4-(cyclohexyl{2-ethyl-5-[4-(trifluoromethyl)phenyl]-3-furyl}methoxy)benzoic acid (165 mg) as well as ethyl 3-(methylamino)propanoate (55 mg) to give the title compound (178 mg, 91%) as an amorphous compound.